Dataset: the Open Reaction Database (ORD), a public repository of structured organic reaction records. Task: describe an organic reaction: reactants, conditions, products, and yield The reactants are CC(C)(C)OC(=O)N1CCC(N2C(=O)COc3ccc(Cl)cc32)CC1, ClCCl, O=C(O)C(F)(F)F. Product: O=C1COc2ccc(Cl)cc2N1C1CCNCC1. Reaction SMILES: [C:1]([O:2][C:3](=[O:4])[N:8]1[CH2:9][CH2:10][CH:11]([N:14]2[C:15](=[O:25])[CH2:16][O:17][c:18]3[c:19]2[cH:20][c:21]([Cl:24])[cH:22][cH:23]3)[CH2:12][CH2:13]1)([CH3:5])([CH3:6])[CH3:7].[Cl:33][CH2:34][Cl:35].[F:26][C:27]([F:28])([F:29])[C:30]([OH:31])=[O:32]>>[NH:8]1[CH2:9][CH2:10][CH:11]([N:14]2[C:15](=[O:25])[CH2:16][O:17][c:18]3[c:19]2[cH:20][c:21]([Cl:24])[cH:22][cH:23]3)[CH2:12][CH2:13]1. Reactants: NNC(=O)c1ccccc1[N+](=O)[O-], CCN=C=O, CN(C)C=O. Product: CCNC(=O)NNC(=O)c1ccccc1[N+](=O)[O-]. As a reaction SMILES: [N+:1](=[O:2])([O-:3])[c:4]1[c:5]([C:6](=[O:7])[NH:8][NH2:9])[cH:10][cH:11][cH:12][cH:13]1.[N:14](=[C:15]=[O:16])[CH2:17][CH3:18].[O:19]=[CH:20][N:21]([CH3:22])[CH3:23]>>[N+:1](=[O:2])([O-:3])[c:4]1[c:5]([C:6](=[O:7])[NH:8][NH:9][C:15]([NH:14][CH2:17][CH3:18])=[O:16])[cH:10][cH:11][cH:12][cH:13]1. The reactants are O (Water), FC1=CC=C(C#N)C=C1 (4-fluorobenzonitrile), CN1CCNCC1 (1-methylpiperazine), C([O-])([O-])=O.[K+].[K+] (potassium carbonate). Run in CS(=O)C (dimethylsulfoxide). Reaction conditions: temperature 120 celsius, time 1 hour. The product is CN1CCN(CC1)C1=CC=C(C#N)C=C1 (4-(4-methylpiperazin-1-yl)benzonitrile). Yield: 70.4%. RXN SMILES: F[C:2]1[CH:9]=[CH:8][C:5]([C:6]#[N:7])=[CH:4][CH:3]=1.[CH3:10][N:11]1[CH2:16][CH2:15][NH:14][CH2:13][CH2:12]1.C(=O)([O-])[O-].[K+].[K+].O>CS(C)=O>[CH3:10][N:11]1[CH2:16][CH2:15][N:14]([C:2]2[CH:9]=[CH:8][C:5]([C:6]#[N:7])=[CH:4][CH:3]=2)[CH2:13][CH2:12]1 |f:2.3.4|. Reported procedure: To a solution of 4-fluorobenzonitrile (2.0 g) and 1-methylpiperazine (2.5 g) in dimethylsulfoxide (30 ml) was added potassium carbonate (4.6 g), and the solution was stirred for 1 hour at 120° C. Water was added thereto followed by stirring, the solution was extracted with ethyl acetate, then sequentially washed with water and brine, dried over anhydrous magnesium sulfate, and then the solvent was evaporated in vacuo. The residue was purified by NH silica gel column chromatography (hexane-ethyl ... Reactants: CN1C(=CC2=CC=CC=C12)C1=CC=CC=C1 (1-methyl-2-phenyl-1H-indole), COC(CC(C)=O)OC (1,1-dimethoxy-3-butanone), Cl (hydrochloric acid). The solvent is C(C)(=O)O (acetic acid). Reaction conditions: time 14 hour. Yields the product CN1C(=C(C2=CC=CC=C12)/C=C/C(C)=O)C1=CC=CC=C1 (trans-4-[1-methyl-2-phenyl-1H-indol-3-yl]-3-buten-2-one). The yield is 88.7%. As a reaction SMILES: [CH3:1][N:2]1[C:10]2[C:5](=[CH:6][CH:7]=[CH:8][CH:9]=2)[CH:4]=[C:3]1[C:11]1[CH:16]=[CH:15][CH:14]=[CH:13][CH:12]=1.CO[CH:19](OC)[CH2:20][C:21](=[O:23])[CH3:22].Cl>C(O)(=O)C>[CH3:1][N:2]1[C:10]2[C:5](=[CH:6][CH:7]=[CH:8][CH:9]=2)[C:4](/[CH:19]=[CH:20]/[C:21](=[O:23])[CH3:22])=[C:3]1[C:11]1[CH:16]=[CH:15][CH:14]=[CH:13][CH:12]=1. Procedure: 2.07 g of 1-methyl-2-phenyl-1H-indole, 1.32 g of 1,1-dimethoxy-3-butanone and 12 mL of acetic acid were mixed, then, 313 mg of 35 wt % hydrochloric acid was added into the mixture at room temperature, the added mixture was stirred for about 14 hours at the same temperature to cause a reaction. At a time point about 10 minutes after starting of stirring and reaction, blue solid precipitated to render stirring difficult. Therefore, 8 mL of acetic acid was added. After completion of the reaction, 6...